This data is from the Open Reaction Database (ORD), a public repository of structured organic reaction records. The task is: describe an organic reaction: reactants, conditions, products, and yield RXN SMILES: [N+:1]([C:4]1[CH:14]=[CH:13][CH:12]=[C:6]2[C:7]([O:9][C:10](=[O:11])[C:5]=12)=[O:8])([O-:3])=[O:2].[OH-].[NH4+:16]>>[N+:1]([C:4]1[CH:14]=[CH:13][CH:12]=[C:6]([C:7]([NH2:16])=[O:8])[C:5]=1[C:10]([O-:9])=[O:11])([O-:3])=[O:2].[NH4+:1] |f:1.2,3.4|. Procedure: 100 g (518 mmol) of 3-nitrophthalic anhydride were introduced at RT and treated rapidly with 170 ml of concentrated ammonium hydroxide solution with stirring. The mixture was stirred at RT for 1 h. The precipitate was filtered off and dried in a desiccator. Yield: 95.6 g (88%). The product is [N+](=O)([O-])C1=C(C(C(=O)N)=CC=C1)C(=O)[O-].[NH4+] (Ammonium 3-nitrophthalamidate). Reactants: [N+](=O)([O-])C1=C2C(C(=O)OC2=O)=CC=C1 (3-nitrophthalic anhydride), [OH-].[NH4+] (ammonium hydroxide). Reactants: CO, NCCN, C[Si](C)(C)CCOCn1ccc2c(-c3cnn(C4(CC#N)CC(O)C4)c3)ncnc21, O=C(O)C(F)(F)F. The product is N#CCC1(n2cc(-c3ncnc4[nH]ccc34)cn2)CC(O)C1. Reaction SMILES: [CH3:42][OH:43].[NH2:38][CH2:39][CH2:40][NH2:41].[OH:1][CH:2]1[CH2:3][C:4]([n:6]2[n:7][cH:8][c:9](-[c:11]3[c:12]4[c:13]([n:14][cH:15][n:16]3)[n:17]([CH2:20][O:21][CH2:22][CH2:23][Si:24]([CH3:25])([CH3:26])[CH3:27])[cH:18][cH:19]4)[cH:10]2)([CH2:28][C:29]#[N:30])[CH2:5]1.[OH:31][C:32]([C:33]([F:34])([F:35])[F:36])=[O:37]>>[OH:1][CH:2]1[CH2:3][C:4]([n:6]2[n:7][cH:8][c:9](-[c:11]3[c:12]4[c:13]([n:14][cH:15][n:16]3)[nH:17][cH:18][cH:19]4)[cH:10]2)([CH2:28][C:29]#[N:30])[CH2:5]1. The reactants are CC(=O)Nc1cccc2c1C(=O)OC2=O, CC(=O)[O-], CC(=O)O, CCOc1cc(C(N)CS(C)(=O)=O)ccc1OC(F)F, [Na+]. Product: CCOc1cc(C(CS(C)(=O)=O)N2C(=O)c3cccc(NC(C)=O)c3C2=O)ccc1OC(F)F. Reaction SMILES: [C:21]([CH3:22])(=[O:23])[NH:24][c:25]1[c:26]2[c:27]([cH:33][cH:34][cH:35]1)[C:28](=[O:29])[O:30][C:31]2=[O:32].[CH3:37][C:38](=[O:39])[O-:40].[CH3:41][C:42](=[O:43])[OH:44].[F:1][CH:2]([O:3][c:4]1[c:5]([O:17][CH2:18][CH3:19])[cH:6][c:7]([CH:10]([CH2:11][S:12](=[O:13])(=[O:14])[CH3:15])[NH2:16])[cH:8][cH:9]1)[F:20].[Na+:36]>>[F:1][CH:2]([O:3][c:4]1[c:5]([O:17][CH2:18][CH3:19])[cH:6][c:7]([CH:10]([CH2:11][S:12](=[O:13])(=[O:14])[CH3:15])[N:16]2[C:28](=[O:29])[c:27]3[c:26]([c:25]([NH:24][C:21]([CH3:22])=[O:23])[cH:35][cH:34][cH:33]3)[C:31]2=[O:30])[cH:8][cH:9]1)[F:20]. Starting materials: C(CCC)[Li] (n-butyllithium), C(C)(C)(C)OC(=O)N1CCN(CC1)C(=O)C1=C(N(C2=CC=CC=C12)C1=CC=CC=C1)Cl (4-(2-Chloro-1-phenyl-1H-indole-3-carbonyl)-piperazine-1-carboxylic acid tert-butyl ester), ClC1=C(CBr)C(=CC=C1)F (2-chloro-6-fluoro-benzyl bromide). Run in C1CCOC1 (THF). Reaction conditions: time 8 hour. Yields the product C(C)(C)(C)OC(=O)N1CCN(CC1)C(=O)C1=C(N(C2=CC=CC=C12)C1=CC=CC=C1)CC1=C(C=CC=C1F)Cl (4-[2-(2-Chloro-6-fluoro-benzyl)-1-phenyl-1H-indole-3-carbonyl]-piperazine-1-carboxylic acid tert-butyl ester). Yield: 34.6%. Reaction SMILES: [C:1]([O:5][C:6]([N:8]1[CH2:13][CH2:12][N:11]([C:14]([C:16]2[C:24]3[C:19](=[CH:20][CH:21]=[CH:22][CH:23]=3)[N:18]([C:25]3[CH:30]=[CH:29][CH:28]=[CH:27][CH:26]=3)[C:17]=2Cl)=[O:15])[CH2:10][CH2:9]1)=[O:7])([CH3:4])([CH3:3])[CH3:2].C([Li])CCC.[Cl:37][C:38]1[CH:45]=[CH:44][CH:43]=[C:42]([F:46])[C:39]=1[CH2:40]Br>C1COCC1>[C:1]([O:5][C:6]([N:8]1[CH2:9][CH2:10][N:11]([C:14]([C:16]2[C:24]3[C:19](=[CH:20][CH:21]=[CH:22][CH:23]=3)[N:18]([C:25]3[CH:30]=[CH:29][CH:28]=[CH:27][CH:26]=3)[C:17]=2[CH2:40][C:39]2[C:42]([F:46])=[CH:43][CH:44]=[CH:45][C:38]=2[Cl:37])=[O:15])[CH2:12][CH2:13]1)=[O:7])([CH3:4])([CH3:2])[CH3:3]. Procedure: A solution of 500 mg (1.14 mmol) of the compound of example 16, step 1, in THF (8 ml) was cooled to −78° C. with an acetone/dry ice bath. Within 10 min a solution of n-butyllithium (0.55 ml, 1.36 mmol, 2.5 M in hexane) was added followed by 0.36 ml (2.27 mmol) of 2-chloro-6-fluoro-benzyl bromide. The cooling bath was removed and the reaction mixture was allowed to warm up slowly to room temperature and stirred overnight. The mixture was quenched with water and extracted with EA. The organic laye... The reactants are CCOC(=O)Nc1ccc2c(c1)C(=CCCN(C)C)c1cccn1C=C2, CCO, [K+], [OH-]. Product: CN(C)CCC=C1c2cc(N)ccc2C=Cn2cccc21. As a reaction SMILES: [CH2:1]([O:2][C:3](=[O:4])[NH:6][c:7]1[cH:8][c:9]2[c:10]([cH:25][cH:26]1)[CH:11]=[CH:12][n:13]1[c:14]([cH:22][cH:23][cH:24]1)[C:15]2=[CH:16][CH2:17][CH2:18][N:19]([CH3:20])[CH3:21])[CH3:5].[CH3:29][CH2:30][OH:31].[K+:28].[OH-:27]>>[NH2:6][c:7]1[cH:8][c:9]2[c:10]([cH:25][cH:26]1)[CH:11]=[CH:12][n:13]1[c:14]([cH:22][cH:23][cH:24]1)[C:15]2=[CH:16][CH2:17][CH2:18][N:19]([CH3:20])[CH3:21]. The reactants are C#CCNC(=NCCS)NC#N, CN(C)Cc1ccc(CCl)o1, CCO, Cl. Product: C#CCNC(=NCCSCc1ccc(CN(C)C)o1)NC#N. Reaction SMILES: [C:1](#[N:2])[NH:3][C:4](=[N:5][CH2:6][CH2:7][SH:8])[NH:9][CH2:10][C:11]#[CH:12].[CH3:14][N:15]([CH3:16])[CH2:17][c:18]1[cH:19][cH:20][c:21]([CH2:22][Cl:23])[o:24]1.[CH3:25][CH2:26][OH:27].[ClH:13]>>[C:1](#[N:2])[NH:3][C:4](=[N:5][CH2:6][CH2:7][S:8][CH2:22][c:21]1[cH:20][cH:19][c:18]([CH2:17][N:15]([CH3:14])[CH3:16])[o:24]1)[NH:9][CH2:10][C:11]#[CH:12]. Starting materials: BrBr (bromine), C(C1=CC=CC=C1)C=1C(=NC=CC1)OC (3-benzyl-2-methoxypyridine), C([O-])(O)=O.[Na+] (sodium bicarbonate). The solvent is CO (methanol). Yields the product C(C1=CC=CC=C1)C=1C(=NC=C(C1)Br)OC (3-Benzyl-5-bromo-2-methoxypyridine). RXN SMILES: [Br:1]Br.[CH2:3]([C:10]1[C:11]([O:16][CH3:17])=[N:12][CH:13]=[CH:14][CH:15]=1)[C:4]1[CH:9]=[CH:8][CH:7]=[CH:6][CH:5]=1.C(=O)(O)[O-].[Na+]>CO>[CH2:3]([C:10]1[C:11]([O:16][CH3:17])=[N:12][CH:13]=[C:14]([Br:1])[CH:15]=1)[C:4]1[CH:5]=[CH:6][CH:7]=[CH:8][CH:9]=1 |f:2.3|. Procedure: 0.12 ml of bromine was added to a mixture of 430 mg of 3-benzyl-2-methoxypyridine, 460 mg of sodium bicarbonate and 10 ml of methanol under stirring in an ice bath, followed by stirring at room temperature for 8 hours. The mixture was partitioned by adding an aqueous sodium thiosulfate solution and ethyl acetate thereto. The organic phase was washed with saturated brine, dried over anhydrous magnesium sulfate and the solvent was removed. The residue was subjected to silica gel column chromatogra...